This data is from the Open Reaction Database (ORD), a public repository of structured organic reaction records. The task is: describe an organic reaction: reactants, conditions, products, and yield The reactants are N1(CC(NCC1)C(=O)OC)C(=O)OC(C)(C)C (1-tert-butyl 3-methyl piperazine-1,3-dicarboxylate), ClC1=NC(=CC(=N1)C(=O)OC)Cl (methyl 2,6-dichloropyrimidine-4-carboxylate), CCN(C(C)C)C(C)C (iPr2NEt). Run in C(C)#N (acetonitrile). Conditions: temperature 50 celsius. The product is ClC1=NC(=CC(=N1)N1C(CN(CC1)C(=O)OC(C)(C)C)C(=O)OC)C(=O)OC (1-tert-butyl 3-methyl 4-(2-chloro-6-(methoxycarbonyl)pyrimidin-4-yl)piperazine-1,3-dicarboxylate), powder. Yield: 76.0%. As a reaction SMILES: [N:1]1([C:11]([O:13][C:14]([CH3:17])([CH3:16])[CH3:15])=[O:12])[CH2:6][CH2:5][NH:4][CH:3]([C:7]([O:9][CH3:10])=[O:8])[CH2:2]1.[Cl:18][C:19]1[N:24]=[C:23]([C:25]([O:27][CH3:28])=[O:26])[CH:22]=[C:21](Cl)[N:20]=1.CCN(C(C)C)C(C)C>C(#N)C>[Cl:18][C:19]1[N:20]=[C:21]([N:4]2[CH2:5][CH2:6][N:1]([C:11]([O:13][C:14]([CH3:17])([CH3:16])[CH3:15])=[O:12])[CH2:2][CH:3]2[C:7]([O:9][CH3:10])=[O:8])[CH:22]=[C:23]([C:25]([O:27][CH3:28])=[O:26])[N:24]=1. Procedure details: A mixture of 1-tert-butyl 3-methyl piperazine-1,3-dicarboxylate (5.133 g, 21.01 mmol), methyl 2,6-dichloropyrimidine-4-carboxylate (4.354 g, 21.03 mmol), and iPr2NEt (4.0 mL, 23.0 mmol) in acetonitrile (50 mL) was heated at 50° C. for 4 h. After cooling, the reaction mixture was evaporated in vacuo and the residue chromatographed over silica gel with 20-70% EtOAc in hexanes. The product fractions were evaporated in vacuo to give 1-tert-butyl 3-methyl 4-(2-chloro-6-(methoxycarbonyl)pyrimidin-4-yl... Starting materials: O=c1[nH]c(=O)c2c(Br)cccc2[nH]1, O=C([O-])O, COCCOC, [Na+], O, OB(O)c1ccccc1, c1ccc(P(c2ccccc2)(c2ccccc2)[Pd](P(c2ccccc2)(c2ccccc2)c2ccccc2)(P(c2ccccc2)(c2ccccc2)c2ccccc2)P(c2ccccc2)(c2ccccc2)c2ccccc2)cc1. Product: O=c1[nH]c(=O)c2c(-c3ccccc3)cccc2[nH]1. RXN SMILES: [Br:1][c:2]1[c:3]2[c:4](=[O:13])[nH:5][c:6](=[O:12])[nH:7][c:8]2[cH:9][cH:10][cH:11]1.[C:23](=[O:24])([OH:25])[O-:26].[CH3:28][O:29][CH2:30][CH2:31][O:32][CH3:33].[Na+:27].[OH2:34].[OH:14][B:15]([OH:16])[c:17]1[cH:18][cH:19][cH:20][cH:21][cH:22]1.[cH:35]1[cH:36][cH:37][c:38]([P:39]([Pd:40]([P:41]([c:42]2[cH:43][cH:44][cH:45][cH:46][cH:47]2)([c:48]2[cH:49][cH:50][cH:51][cH:52][cH:53]2)[c:54]2[cH:55][cH:56][cH:57][cH:58][cH:59]2)([P:60]([c:61]2[cH:62][cH:63][cH:64][cH:65][cH:66]2)([c:67]2[cH:68][cH:69][cH:70][cH:71][cH:72]2)[c:73]2[cH:74][cH:75][cH:76][cH:77][cH:78]2)[P:79]([c:80]2[cH:81][cH:82][cH:83][cH:84][cH:85]2)([c:86]2[cH:87][cH:88][cH:89][cH:90][cH:91]2)[c:92]2[cH:93][cH:94][cH:95][cH:96][cH:97]2)([c:98]2[cH:99][cH:100][cH:101][cH:102][cH:103]2)[c:104]2[cH:105][cH:106][cH:107][cH:108][cH:109]2)[cH:110][cH:111]1>>[c:2]1(-[c:17]2[cH:18][cH:19][cH:20][cH:21][cH:22]2)[c:3]2[c:4](=[O:13])[nH:5][c:6](=[O:12])[nH:7][c:8]2[cH:9][cH:10][cH:11]1. The reactants are FC(COC1=CC=C(C=C1)OCC(F)(F)F)(F)F (1,4-bis(2,2,2-trifluoroethoxy)benzene), C(C)(=O)C1=CC=CC=C1 (acetophenone), CC(=O)C1=C(C=CC(=C1)OCC(F)(F)F)OCC(F)(F)F (2,5-bis(2,2,2-trifluoroethoxy)acetophenone), CC(=O)C1=C(C=CC(=C1)OCC(F)(F)F)OCC(F)(F)F (2,5-bis(2,2,2-trifluoroethoxy)acetophenone), methyl. Yields the product FC(COC1=C(C(=O)O)C=C(C=C1)OCC(F)(F)F)(F)F (2,5-bis(2,2,2-trifluoroethoxy)benzoic acid). As a reaction SMILES: FC(F)(F)C[O:4]C1C=CC(OCC(F)(F)F)=CC=1.C[C:20]([C:22]1[CH:27]=[C:26]([O:28][CH2:29][C:30]([F:33])([F:32])[F:31])[CH:25]=[CH:24][C:23]=1[O:34][CH2:35][C:36]([F:39])([F:38])[F:37])=[O:21].C(C1C=CC=CC=1)(=O)C>>[F:37][C:36]([F:39])([F:38])[CH2:35][O:34][C:23]1[CH:24]=[CH:25][C:26]([O:28][CH2:29][C:30]([F:33])([F:32])[F:31])=[CH:27][C:22]=1[C:20]([OH:21])=[O:4]. Procedure: In another aspect of the invention, a method of preparing a 2,5-bis(2,2,2-trifluoroethoxy)-N-(2-piperidylmethyl)benzamide is provided which comprises the following steps. The compound 1,4-dibromobenzene is contacted with an alkali metal 2,2,2-trifluoroethoxide in the presence of cuprous or cupric ion and in a strongly polar solvent comprising 2,2,2-trifluoroethanol to yield 1,4-bis(2,2,2-trifluoroethoxy)benzene. Then, in the presence of a Lewis acid catalyst, the 1,4-bis(2,2,2-trifluoroethoxy)be... Starting materials: CC1(C)OB(c2ccc(N)cc2)OC1(C)C, CCO, CCOC(C)=O, CC1COCCN1c1cc(CS(=O)(=O)c2ccncc2)nc(Cl)n1, [Na+], [Na+], O=C([O-])[O-], CN(C)C=O, O. Product: CC1COCCN1c1cc(CS(=O)(=O)c2ccncc2)nc(-c2ccc(N)cc2)n1. Reaction SMILES: [CH3:25][C:26]1([CH3:27])[C:28]([CH3:29])([CH3:30])[O:31][B:32]([c:33]2[cH:34][cH:35][c:36]([NH2:37])[cH:38][cH:39]2)[O:40]1.[CH3:47][CH2:48][OH:49].[CH3:55][CH2:56][O:57][C:58](=[O:59])[CH3:60].[Cl:1][c:2]1[n:3][c:4]([CH2:15][S:16](=[O:17])(=[O:18])[c:19]2[cH:20][cH:21][n:22][cH:23][cH:24]2)[cH:5][c:6]([N:8]2[CH:9]([CH3:14])[CH2:10][O:11][CH2:12][CH2:13]2)[n:7]1.[Na+:41].[Na+:42].[O-:43][C:44](=[O:45])[O-:46].[O:50]=[CH:51][N:52]([CH3:53])[CH3:54].[OH2:61]>>[c:2]1(-[c:33]2[cH:34][cH:35][c:36]([NH2:37])[cH:38][cH:39]2)[n:3][c:4]([CH2:15][S:16](=[O:17])(=[O:18])[c:19]2[cH:20][cH:21][n:22][cH:23][cH:24]2)[cH:5][c:6]([N:8]2[CH:9]([CH3:14])[CH2:10][O:11][CH2:12][CH2:13]2)[n:7]1.